Dataset: the Open Reaction Database (ORD), a public repository of structured organic reaction records. Task: describe an organic reaction: reactants, conditions, products, and yield Starting materials: C(C1=CC=CC=C1)OC=1C=C(C=CC1)C=1NC(N2C1C(=NC=C2)Cl)=O (1-(3-benzyloxy-phenyl)-8-chloro-2H-imidazo[1,5-a]pyrazin-3-one), ICC (iodoethane). Reagents/catalysts: C([O-])([O-])=O.[Ag+2] (silver carbonate). The solvent is CCO (EtOH). Run at time 48 hour. Yields the product C(C1=CC=CC=C1)OC=1C=C(C=CC1)C=1N=C(N2C1C(=NC=C2)Cl)OCC (1-(3-Benzyloxy-phenyl)-8-chloro-3-ethoxy-imidazo[1,5-a]pyrazine). As a reaction SMILES: [CH2:1]([O:8][C:9]1[CH:10]=[C:11]([C:15]2[NH:16][C:17](=[O:25])[N:18]3[CH:23]=[CH:22][N:21]=[C:20]([Cl:24])[C:19]=23)[CH:12]=[CH:13][CH:14]=1)[C:2]1[CH:7]=[CH:6][CH:5]=[CH:4][CH:3]=1.I[CH2:27][CH3:28]>CCO.C(=O)([O-])[O-].[Ag+2]>[CH2:1]([O:8][C:9]1[CH:10]=[C:11]([C:15]2[N:16]=[C:17]([O:25][CH2:27][CH3:28])[N:18]3[CH:23]=[CH:22][N:21]=[C:20]([Cl:24])[C:19]=23)[CH:12]=[CH:13][CH:14]=1)[C:2]1[CH:7]=[CH:6][CH:5]=[CH:4][CH:3]=1 |f:3.4|. Procedure: A solution of 1-(3-benzyloxy-phenyl)-8-chloro-2H-imidazo[1,5-a]pyrazin-3-one (50.0 mg, 0.14 mmol) and silver carbonate (85 mg, 0.31 mmol) in anhydrous EtOH (1 mL) was charged with iodoethane (0.012 mL, 0.15 mmol) and stirred at rt for 48 h. The reaction mixture was partitioned between DCM and H2O and separated. The aqueous layer was washed with DCM (3×) and the combined organic layers were washed with brine (1×), dried over Na2SO4, filtered and concentrated in vacuo and the crude material was pu... Starting materials: CO, COc1cccc(F)c1C(=O)c1cc(Cl)ccc1NC(=O)c1ccccc1, [K+], [OH-], O. The product is COc1cccc(F)c1C(=O)c1cc(Cl)ccc1N. As a reaction SMILES: [CH3:30][OH:31].[Cl:1][c:2]1[cH:3][c:4]([C:17]([c:18]2[c:19]([F:26])[cH:20][cH:21][cH:22][c:23]2[O:24][CH3:25])=[O:27])[c:5]([NH:8][C:9](=[O:10])[c:11]2[cH:12][cH:13][cH:14][cH:15][cH:16]2)[cH:6][cH:7]1.[K+:29].[OH-:28].[OH2:32]>>[Cl:1][c:2]1[cH:3][c:4]([C:17]([c:18]2[c:19]([F:26])[cH:20][cH:21][cH:22][c:23]2[O:24][CH3:25])=[O:27])[c:5]([NH2:8])[cH:6][cH:7]1. The reactants are CC(C)(C)OC(=O)NCCC1(C2CCCC2)CC(=O)CC(=O)O1, ClCCl, O=C(O)C(F)(F)F. The product is NCCC1(C2CCCC2)CC(=O)CC(=O)O1. RXN SMILES: [C:1]([O:2][C:3](=[O:4])[NH:7][CH2:8][CH2:9][C:10]1([CH:18]2[CH2:19][CH2:20][CH2:21][CH2:22]2)[O:11][C:12](=[O:17])[CH2:13][C:14](=[O:16])[CH2:15]1)([CH3:5])([CH3:6])[CH3:23].[Cl:31][CH2:32][Cl:33].[F:24][C:25]([F:26])([F:27])[C:28]([OH:29])=[O:30]>>[NH2:7][CH2:8][CH2:9][C:10]1([CH:18]2[CH2:19][CH2:20][CH2:21][CH2:22]2)[O:11][C:12](=[O:17])[CH2:13][C:14](=[O:16])[CH2:15]1.